Dataset: the Open Reaction Database (ORD), a public repository of structured organic reaction records. Task: describe an organic reaction: reactants, conditions, products, and yield Procedure: This compound was prepared from 1,4-cyclohexanedione monoethylene ketal (10.9 g, 70 mmole) and the Grignard reagent prepared from 4-bromobenzotrifluoride (25.0 g, 110 mmole) and magnesium (2.7 g, 110 mmole) in a manner similar to example 3. The crude product was crystallized from petroleum ether to give the product (20 g, 94.8% ). Calc'd. for C15H17F3O3 : C, 59.60%; H, 5.67%. Found: C, 59.77%; H, 5.62%. As a reaction SMILES: [CH2:1]1[O:11][C:4]2([CH2:9][CH2:8][C:7](=[O:10])[CH2:6][CH2:5]2)[O:3][CH2:2]1.Br[C:13]1[CH:18]=[CH:17][C:16]([C:19]([F:22])([F:21])[F:20])=[CH:15][CH:14]=1.[Mg]>>[F:20][C:19]([F:22])([F:21])[C:16]1[CH:17]=[CH:18][C:13]([C:7]2([OH:10])[CH2:6][CH2:5][C:4]3([O:3][CH2:2][CH2:1][O:11]3)[CH2:9][CH2:8]2)=[CH:14][CH:15]=1. Reactants: Grignard reagent, BrC1=CC=C(C=C1)C(F)(F)F (4-bromobenzotrifluoride), [Mg] (magnesium), C1COC2(CCC(CC2)=O)O1 (1,4-cyclohexanedione monoethylene ketal). Yield: 94.5%. Product: FC(C1=CC=C(C=C1)C1(CCC2(OCCO2)CC1)O)(F)F (8-[4(-Trifluoromethyl)phenyl]-1,4-dioxaspiro[4.5]decan-8-ol). The reactants are [N+](=O)([O-])C1=C(CBr)C=CC=C1 (2-nitrobenzyl bromide), [H-].[Na+] (Sodium hydride), C(C)O (ethanol), C(=O)(OCC)C1C(NCCC1)=O (3-carboethoxy-2-piperidone). Run in O (Water). Reaction conditions: time 15 minute. Yields the product [N+](=O)([O-])C1=C(CC2(C(NCCC2)=O)C(=O)OCC)C=CC=C1 (Ethyl 3-(2-nitrobenzyl)-2-oxo-3-piperidinecarboxylate). Isolated yield 81.6%. RXN SMILES: [H-].[Na+].C(O)C.[C:6]([CH:11]1[CH2:16][CH2:15][CH2:14][NH:13][C:12]1=[O:17])([O:8][CH2:9][CH3:10])=[O:7].[N+:18]([C:21]1[CH:28]=[CH:27][CH:26]=[CH:25][C:22]=1[CH2:23]Br)([O-:20])=[O:19]>O>[N+:18]([C:21]1[CH:28]=[CH:27][CH:26]=[CH:25][C:22]=1[CH2:23][C:11]1([C:6]([O:8][CH2:9][CH3:10])=[O:7])[CH2:16][CH2:15][CH2:14][NH:13][C:12]1=[O:17])([O-:20])=[O:19] |f:0.1|. Procedure: Sodium hydride (60% dispersion in oil, 2.45 g) was added to ethanol (100 ml), to which was added 3-carboethoxy-2-piperidone (10.0 g). The reaction mixture was stirred for 15 minutes, to which was added 2-nitrobenzyl bromide (13.2 g) at room temperature. The reaction mixture was stirred at 60° C. for 3 hours. Water was added to the reaction mixture, which was concentrated. The residue was diluted with water and extracted with ethyl acetate. The organic layer was washed with water and a saturated ... Starting materials: C(CCC)[Li] (butyl lithium), ICCCC (Iodobutane), CCCCCC (hexane), ClC1=CC=C(C=C1)S(=O)(=O)CC1=CC=NC=C1 (4-(4-chlorophenylsulfonylmethyl)pyridine). Run in O (Water), O1CCCC1 (tetrahydrofuran). Run at temperature -78 celsius, time 10 minute. The product is ClC1=CC=C(C=C1)S(=O)(=O)C(CCCC)C1=CC=NC=C1 (4-[1-(4-Chlorophenylsulfonyl)pentyl]pyridine). Yield: 63.0%. RXN SMILES: [CH2:1]([Li])[CH2:2][CH2:3][CH3:4].CCCCCC.[Cl:12][C:13]1[CH:18]=[CH:17][C:16]([S:19]([CH2:22][C:23]2[CH:28]=[CH:27][N:26]=[CH:25][CH:24]=2)(=[O:21])=[O:20])=[CH:15][CH:14]=1.ICCCC>O.O1CCCC1>[Cl:12][C:13]1[CH:14]=[CH:15][C:16]([S:19]([CH:22]([C:23]2[CH:24]=[CH:25][N:26]=[CH:27][CH:28]=2)[CH2:1][CH2:2][CH2:3][CH3:4])(=[O:20])=[O:21])=[CH:17][CH:18]=1. Reported procedure: At −78° C., butyl lithium (a 1.57M hexane solution; 0.29 ml, 0.448 mmol) was added dropwise to a tetrahydrofuran (5 ml) solution of 4-(4-chlorophenylsulfonylmethyl)pyridine (100 mg, 0.374 mmol). At −78° C., the resulting mixture was stirred for 10 minutes. Iodobutane (51 μl, 0.448 mmol) was then added thereto. The temperature of the reaction mixture was gradually elevated to room temperature, at which stirring was performed for 16 hours. Water was added to the reaction mixture, followed by extra... The reactants are O(C(=O)C)[BH-](OC(=O)C)OC(=O)C.[Na+] (Sodium triacetoxyl-borohydride), BrC1=CC=C(C=C1)N (4-bromo-phenylamine), C1(CCCC1)OC=1C=C(C=O)C=CC1OC (3-cyclopentyloxy-4-methoxy-benzaldehyde), ClCCCl (DCE). Run in 1,2-dichloroethtane, CC(=O)O (HOAc). Reaction conditions: time 8 hour. Yields the product BrC1=CC=C(C=C1)NCC1=CC(=C(C=C1)OC)OC1CCCC1 ((4-bromo-phenyl)-(3-cyclopentyloxy-4-methoxy-benzyl)-amine). The yield is 118.6%. RXN SMILES: O([BH-](OC(C)=O)OC(C)=O)C(C)=O.[Na+].[Br:15][C:16]1[CH:21]=[CH:20][C:19]([NH2:22])=[CH:18][CH:17]=1.[CH:23]1([O:28][C:29]2[CH:30]=[C:31]([CH:34]=[CH:35][C:36]=2[O:37][CH3:38])[CH:32]=O)[CH2:27][CH2:26][CH2:25][CH2:24]1.ClCCCl>CC(O)=O>[Br:15][C:16]1[CH:21]=[CH:20][C:19]([NH:22][CH2:32][C:31]2[CH:34]=[CH:35][C:36]([O:37][CH3:38])=[C:29]([O:28][CH:23]3[CH2:27][CH2:26][CH2:25][CH2:24]3)[CH:30]=2)=[CH:18][CH:17]=1 |f:0.1|. Reported procedure: Sodium triacetoxyl-borohydride (470 mg, 2.21 mmol) was added to a solution of 4-bromo-phenylamine (252 mg, 1.47 mmol) and 3-cyclopentyloxy-4-methoxy-benzaldehyde (324 mg, 1.47 mmol) in 10 ml of 1,2-dichloroethtane (DCE), 0.5 ml of HOAc was added. The mixture was stirred overnight at room temperature, followed by addition of 15 ml of DCE. The organic phase was washed with water and dried over sodium sulfate. The solvent was removed by rotovap to give 656 mg of crude (4-bromo-phenyl)-(3-cyclopenty...